This data is from the Open Reaction Database (ORD), a public repository of structured organic reaction records. The task is: describe an organic reaction: reactants, conditions, products, and yield Starting materials: CCCCN(CCCC)CCCC, Cc1ccccc1, O=C(F)C(F)F, CCOC(=O)C=CN1CCCCC1. Yields the product CCOC(=O)C(=CN1CCCCC1)C(=O)C(F)F. As a reaction SMILES: [CH3:20][CH2:21][CH2:22][CH2:23][N:24]([CH2:25][CH2:26][CH2:27][CH3:28])[CH2:29][CH2:30][CH2:31][CH3:32].[CH3:33][c:34]1[cH:35][cH:36][cH:37][cH:38][cH:39]1.[F:14][CH:15]([C:16](=[O:17])[F:18])[F:19].[N:1]1([CH:7]=[CH:8][C:9](=[O:10])[O:11][CH2:12][CH3:13])[CH2:2][CH2:3][CH2:4][CH2:5][CH2:6]1>>[N:1]1([CH:7]=[C:8]([C:9](=[O:10])[O:11][CH2:12][CH3:13])[C:16]([CH:15]([F:14])[F:19])=[O:17])[CH2:2][CH2:3][CH2:4][CH2:5][CH2:6]1. Reactants: O=C(Cl)C(=O)Cl, ClCCCl, NC(=O)c1ccccc1, O=C1OC(c2ccccc2)(c2ccccc2)C2CNCCN12. Product: O=C(NC(=O)N1CCN2C(=O)OC(c3ccccc3)(c3ccccc3)C2C1)c1ccccc1. RXN SMILES: [C:10]([C:11](=[O:12])[Cl:15])([Cl:13])=[O:14].[Cl:38][CH2:39][CH2:40][Cl:41].[NH2:1][C:2](=[O:3])[c:4]1[cH:5][cH:6][cH:7][cH:8][cH:9]1.[c:16]1([C:22]2([c:32]3[cH:33][cH:34][cH:35][cH:36][cH:37]3)[O:23][C:24](=[O:31])[N:25]3[CH:26]2[CH2:27][NH:28][CH2:29][CH2:30]3)[cH:17][cH:18][cH:19][cH:20][cH:21]1>>[NH:1]([C:2](=[O:3])[c:4]1[cH:5][cH:6][cH:7][cH:8][cH:9]1)[C:11](=[O:12])[N:28]1[CH2:27][CH:26]2[C:22]([c:16]3[cH:17][cH:18][cH:19][cH:20][cH:21]3)([c:32]3[cH:33][cH:34][cH:35][cH:36][cH:37]3)[O:23][C:24](=[O:31])[N:25]2[CH2:30][CH2:29]1.